Dataset: the Open Reaction Database (ORD), a public repository of structured organic reaction records. Task: describe an organic reaction: reactants, conditions, products, and yield The reactants are OC1=C(C=C(C=C1)O)C(C)=O (1-(2,5-dihydroxyphenyl)ethanone), COCCBr (2-methoxyethylbromide), C([O-])([O-])=O.[K+].[K+] (potassium carbonate). The solvent is C(C)#N (acetonitrile). Product: OC1=C(C=C(C=C1)OCCOC)C(C)=O (1-[2-hydroxy-5-(2-methoxyethoxy)phenyl]ethanone). Yield: 50.0%. RXN SMILES: [OH:1][C:2]1[CH:7]=[CH:6][C:5]([OH:8])=[CH:4][C:3]=1[C:9](=[O:11])[CH3:10].[CH3:12][O:13][CH2:14][CH2:15]Br.C(=O)([O-])[O-].[K+].[K+]>C(#N)C>[OH:1][C:2]1[CH:7]=[CH:6][C:5]([O:8][CH2:15][CH2:14][O:13][CH3:12])=[CH:4][C:3]=1[C:9](=[O:11])[CH3:10] |f:2.3.4|. Procedure details: To a solution (250 mL) of 1-(2,5-dihydroxyphenyl)ethanone (11.0 g) in acetonitrile were added 2-methoxyethylbromide (19.6 mL) and potassium carbonate (12.0 g) at room temperature, and the mixture was heated under reflux for 15 hr. The reaction mixture was allowed to cool to room temperature and filtered through celite, and the filtrate was concentrated under reduced pressure. Saturated aqueous ammonium chloride solution was added to the residue, and the mixture was extracted with ethyl acetate. ... The reactants are S(C)(=O)(=O)OC1=C(C=C(C(=C1)[N+](=O)[O-])OC)C (2-methyl-4-methoxy-5-nitrophenyl mesylate). The reagents and catalysts are [Pd] (palladium-on-carbon). Solvent: C(C)O (ethanol). Reaction conditions: time 1 hour. Product: S(C)(=O)(=O)OC1=C(C=C(C(=C1)N)OC)C (2-methyl-4-methoxy-5-aminophenyl mesylate). Yield: 80.9%. Reaction SMILES: [S:1]([O:5][C:6]1[CH:11]=[C:10]([N+:12]([O-])=O)[C:9]([O:15][CH3:16])=[CH:8][C:7]=1[CH3:17])(=[O:4])(=[O:3])[CH3:2]>[Pd].C(O)C>[S:1]([O:5][C:6]1[CH:11]=[C:10]([NH2:12])[C:9]([O:15][CH3:16])=[CH:8][C:7]=1[CH3:17])(=[O:4])(=[O:3])[CH3:2]. Procedure details: 1.55 g of 10% palladium-on-carbon, 18.8 g (71.9 mmol) of 2-methyl-4-methoxy-5-nitrophenyl mesylate and 120 ml of ethanol were fed into an autoclave (200 ml), and the mixture was then hydrogenated at 50° C. under 50 g/cm2 for 1 hours with stirring. After allowing to cool, palladium-on-carbon was filtered off and the solvent was distilled off under reduced pressure to obtain brown crystals. The crystals thus obtained were recrystallized from ethanol to thereby give 13.4 g (58.2 mmol) of 2-methyl-4... Reactants: O([Si](C1=CC=CC=C1)(C1=CC=CC=C1)C(C)(C)C)CCC1(CCCCC1)CCOC1=C(C(=O)[O-])C=CC=C1 (2-[2-[1-[2-(tert-butyldiphenylsiloxy)ethyl]cyclohexyl]ethoxy]benzoate), [F-].C(CCC)[N+](CCCC)(CCCC)CCCC.O1CCCC1 (tetrabutyl ammonium fluoride tetrahydrofuran). Run in O1CCCC1 (tetrahydrofuran). Reaction conditions: time 2 hour. Product: OCCC1(CCCCC1)CCOC1=C(C(=O)OC)C=CC=C1 (Methyl 2-[2-[1-(2-hydroxyethyl)cyclohexyl]ethoxy]benzoate). As a reaction SMILES: [O:1]([CH2:19][CH2:20][C:21]1([CH2:27][CH2:28][O:29][C:30]2[CH:38]=[CH:37][CH:36]=[CH:35][C:31]=2[C:32]([O-:34])=[O:33])[CH2:26][CH2:25][CH2:24][CH2:23][CH2:22]1)[Si](C(C)(C)C)(C1C=CC=CC=1)C1C=CC=CC=1.[F-].[CH2:40]([N+](CCCC)(CCCC)CCCC)CCC.O1CCCC1>O1CCCC1>[OH:1][CH2:19][CH2:20][C:21]1([CH2:27][CH2:28][O:29][C:30]2[CH:38]=[CH:37][CH:36]=[CH:35][C:31]=2[C:32]([O:34][CH3:40])=[O:33])[CH2:26][CH2:25][CH2:24][CH2:23][CH2:22]1 |f:1.2.3|. Procedure details: To a solution of methyl 2-[2-[1-[2-(tert-butyldiphenylsiloxy)ethyl]cyclohexyl]ethoxy]benzoate (synthesized in Example 35) (547 mg) in tetrahydrofuran (4 mL) was added a 1M tetrabutyl ammonium fluoride/tetrahydrofuran solution (1 mL) at room temperature. The solution was then stirred for 2 hours. The reaction solution was concentrated under reduced pressure. The resulting residue was purified by chromatography [silica gel, hexane-ethyl acetate (2:1)] to give the title compound (226 mg). The reactants are C(C)(=O)OC(C1=CC=CC=C1)N(CC1=CC=C(C=C1)CN=CC1=CC=C(C=C1)C(F)(F)F)CCCCN(CCC)CCC ({(4-dipropylaminobutyl)-[4-(4-trifluoromethylbenzylidene)aminomethylbenzyl]amino}benzyl acetate), Cl (hydrochloric acid). Run in C(C)O (ethanol). Conditions: temperature 0 celsius. Product: C(C)(=O)OC(C1=CC=CC=C1)N(CCCCN(CCC)CCC)CC1=CC=C(C=C1)CN ([(4-aminomethylbenzyl)-(4-dipropylaminobutyl)amino]benzyl acetate). Isolated yield 71.3%. RXN SMILES: [C:1]([O:4][CH:5]([N:12]([CH2:33][CH2:34][CH2:35][CH2:36][N:37]([CH2:41][CH2:42][CH3:43])[CH2:38][CH2:39][CH3:40])[CH2:13][C:14]1[CH:19]=[CH:18][C:17]([CH2:20][N:21]=CC2C=CC(C(F)(F)F)=CC=2)=[CH:16][CH:15]=1)[C:6]1[CH:11]=[CH:10][CH:9]=[CH:8][CH:7]=1)(=[O:3])[CH3:2].Cl>C(O)C>[C:1]([O:4][CH:5]([N:12]([CH2:13][C:14]1[CH:19]=[CH:18][C:17]([CH2:20][NH2:21])=[CH:16][CH:15]=1)[CH2:33][CH2:34][CH2:35][CH2:36][N:37]([CH2:38][CH2:39][CH3:40])[CH2:41][CH2:42][CH3:43])[C:6]1[CH:11]=[CH:10][CH:9]=[CH:8][CH:7]=1)(=[O:3])[CH3:2]. Reported procedure: In a 50 ml recovery flask, 517 mg (0.87 mmol, 1.0 equivalent) of {(4-dipropylaminobutyl)-[4-(4-trifluoromethylbenzylidene)aminomethylbenzyl]}amino}benzyl acetate (32) was dissolved in 5.2 ml of ethanol. The solution was cooled to 0° C. After the dropwise addition of 5.2 ml of 2N hydrochloric acid over about five minutes, the mixture was reacted at 0° C. for 5.6 hours. The reaction solution was extracted five times with 25 ml of chloroform. The aqueous layer was slowly added with 50 ml of chlorof... The reactants are [OH-].[Na+] (NaOH), ClC1=NC=CC(=C1C)C=O (2-chloro-3-methylpyridine-4-carbaldehyde), C1(CC1)N (cyclopropylamine), [BH4-].[Na+] (NaBH4). The solvent is CO (MeOH). Reaction conditions: time 8 hour. Yields the product ClC1=NC=CC(=C1C)CNC1CC1 ((2-Chloro-3-methylpyridin-4-ylmethyl)cyclopropylamine). Isolated yield 74.0%. As a reaction SMILES: [Cl:1][C:2]1[C:7]([CH3:8])=[C:6]([CH:9]=O)[CH:5]=[CH:4][N:3]=1.[CH:11]1([NH2:14])[CH2:13][CH2:12]1.[BH4-].[Na+].[OH-].[Na+]>CO>[Cl:1][C:2]1[C:7]([CH3:8])=[C:6]([CH2:9][NH:14][CH:11]2[CH2:13][CH2:12]2)[CH:5]=[CH:4][N:3]=1 |f:2.3,4.5|. Procedure details: A mixture of 2-chloro-3-methylpyridine-4-carbaldehyde (58.35 g, 375 mmol) and cyclopropylamine (52.6 mL, 750 mmol) in MeOH (800 mL) was stirred overnight at rt. The mixture was cooled to 0° C. and NaBH4 (18.4 g, 488 mmol) was added portionwise. The mixture was stirred overnight at rt. Aq. 1M NaOH (250 mL) was added and the solvents were partially removed under reduced pressure. The aq. phase was extracted with EtOAc (3×). The combined org. phases were washed with brine, dried over MgSO4, filtere... Reactants: CC(=O)OC(C)=O, CS(C)=O, O=C1Nc2cc(Cl)cc(Cl)c2C(=O)C1=NO. Yields the product CC(=O)ON=C1C(=O)Nc2cc(Cl)cc(Cl)c2C1=O. As a reaction SMILES: [CH3:17][C:18](=[O:19])[O:20][C:21](=[O:22])[CH3:23].[CH3:24][S:25]([CH3:26])=[O:27].[Cl:1][c:2]1[c:3]2[c:8]([cH:9][c:10]([Cl:12])[cH:11]1)[NH:7][C:6](=[O:13])[C:5](=[N:14][OH:15])[C:4]2=[O:16]>>[Cl:1][c:2]1[c:3]2[c:8]([cH:9][c:10]([Cl:12])[cH:11]1)[NH:7][C:6](=[O:13])[C:5](=[N:14][O:15][C:18]([CH3:17])=[O:19])[C:4]2=[O:16]. Starting materials: CNC(NNC1=CC=CC=C1)=O (4-methyl-1-phenylsemicarbazide), BrCC(=O)OC (methyl bromoacetate), C(C)(C)N(CC)C(C)C (diisopropylethylamine). Run in C1(=CC=CC=C1)C (toluene). Yields the product CNC(=O)NN(C1=CC=CC=C1)CC(=O)OC (Methyl [2-[(methylamino)carbonyl]-1-phenylhydrazino]acetate). The yield is 77.9%. Reaction SMILES: [CH3:1][NH:2][C:3](=[O:12])[NH:4][NH:5][C:6]1[CH:11]=[CH:10][CH:9]=[CH:8][CH:7]=1.Br[CH2:14][C:15]([O:17][CH3:18])=[O:16].C(N(C(C)C)CC)(C)C>C1(C)C=CC=CC=1>[CH3:1][NH:2][C:3]([NH:4][N:5]([CH2:14][C:15]([O:17][CH3:18])=[O:16])[C:6]1[CH:7]=[CH:8][CH:9]=[CH:10][CH:11]=1)=[O:12]. Reported procedure: A mixture of 4-methyl-1-phenylsemicarbazide (20.0 g), methyl bromoacetate (27.75 g) and diisopropylethylamine (23.2 ml) in toluene (200 ml) under nitrogen was heated at 90° to 100° for 25 h with stirring. Toluene (120 ml) was then distilled off at ca. 90° under reduced pressure. The mixture was cooled to <50° and diluted with water (120 ml) and ethyl acetate (200 ml). The organic phase was separated and washed with water (60 ml). The two aqueous phases were extracted sequentially with ethyl acet... The reactants are CC(C)=O, CN(Cc1ccc(F)cc1)C(=O)C1(c2ccc(Cl)c(Cl)c2)CC1CO. The product is CN(Cc1ccc(F)cc1)C(=O)C1(c2ccc(Cl)c(Cl)c2)CC1C=O. RXN SMILES: [CH3:26][C:27](=[O:28])[CH3:29].[F:1][c:2]1[cH:3][cH:4][c:5]([CH2:6][N:7]([C:8](=[O:9])[C:10]2([c:15]3[cH:16][c:17]([Cl:22])[c:18]([Cl:21])[cH:19][cH:20]3)[CH:11]([CH2:13][OH:14])[CH2:12]2)[CH3:23])[cH:24][cH:25]1>>[F:1][c:2]1[cH:3][cH:4][c:5]([CH2:6][N:7]([C:8](=[O:9])[C:10]2([c:15]3[cH:16][c:17]([Cl:22])[c:18]([Cl:21])[cH:19][cH:20]3)[CH:11]([CH:13]=[O:14])[CH2:12]2)[CH3:23])[cH:24][cH:25]1. Reactants: CCCCS(=O)(=O)Cl, ClCCl, c1cc(-c2noc(C3CCNCC3)n2)ccn1, c1ccncc1. The product is CCCCS(=O)(=O)N1CCC(c2nc(-c3ccncc3)no2)CC1. Reaction SMILES: [CH2:24]([CH2:25][CH2:26][CH3:27])[S:28](=[O:29])(=[O:30])[Cl:31].[Cl:32][CH2:33][Cl:34].[NH:7]1[CH2:8][CH2:9][CH:10]([c:13]2[n:14][c:15](-[c:18]3[cH:19][cH:20][n:21][cH:22][cH:23]3)[n:16][o:17]2)[CH2:11][CH2:12]1.[cH:1]1[cH:2][cH:3][n:4][cH:5][cH:6]1>>[N:7]1([S:28]([CH2:24][CH2:25][CH2:26][CH3:27])(=[O:29])=[O:30])[CH2:8][CH2:9][CH:10]([c:13]2[n:14][c:15](-[c:18]3[cH:19][cH:20][n:21][cH:22][cH:23]3)[n:16][o:17]2)[CH2:11][CH2:12]1.